Task: describe an organic reaction: reactants, conditions, products, and yield. Dataset: the Open Reaction Database (ORD), a public repository of structured organic reaction records Reaction SMILES: [NH:1]1[C:9]2[C:4](=[CH:5][CH:6]=[CH:7][CH:8]=2)[C:3](/[CH:10]=[CH:11]/[C:12]2[CH:17]=[CH:16][CH:15]=[CH:14][C:13]=2[NH2:18])=[N:2]1.CO[CH:21]1[CH2:25][CH2:24][CH:23](OC)O1.O>C(O)(=O)C>[N:18]1([C:13]2[CH:14]=[CH:15][CH:16]=[CH:17][C:12]=2/[CH:11]=[CH:10]/[C:3]2[C:4]3[C:9](=[CH:8][CH:7]=[CH:6][CH:5]=3)[NH:1][N:2]=2)[CH:21]=[CH:25][CH:24]=[CH:23]1. Reaction conditions: time 2 hour. Run in C(C)(=O)O (acetic acid). Starting materials: COC1OC(CC1)OC (2,5-dimethoxytetrahydrofuran), N1N=C(C2=CC=CC=C12)/C=C/C1=C(C=CC=C1)N ((E)-2-[2-(1H-indazol-3-yl)vinyl]phenylamine), O (water). Reported procedure: Compound 2 (0.060 g, 0.25 mmol) was dissolved in acetic acid (1.0 mL) and the solution was added with 2,5-dimethoxytetrahydrofuran (99 μL, 0.77 mmol), followed by stirring at room temperature for 2 hours. Then, to the reaction mixture, water was added and the precipitated solid was filtered. The solid was recrystallized from ethanol to obtain Compound 162 (14 mg, 20%). The product is N1(C=CC=C1)C1=C(C=CC=C1)/C=C/C1=NNC2=CC=CC=C12 ((E)-3-{2-[2-(pyrrol-1-yl)phenyl]vinyl}-1H-indazole). Isolated yield 19.6%. Starting materials: CC(C)NS(=O)(=O)c1cccc(OC(=O)c2ccccc2)c1, [Na+], C1CCOC1, [OH-]. Product: CC(C)NS(=O)(=O)c1cccc(O)c1. As a reaction SMILES: [CH3:1][CH:2]([CH3:3])[NH:4][S:5](=[O:6])(=[O:7])[c:8]1[cH:9][c:10]([O:14][C:15](=[O:16])[c:17]2[cH:18][cH:19][cH:20][cH:21][cH:22]2)[cH:11][cH:12][cH:13]1.[Na+:24].[O:25]1[CH2:26][CH2:27][CH2:28][CH2:29]1.[OH-:23]>>[CH3:1][CH:2]([CH3:3])[NH:4][S:5](=[O:6])(=[O:7])[c:8]1[cH:9][c:10]([OH:14])[cH:11][cH:12][cH:13]1.